From a dataset of the Open Reaction Database (ORD), a public repository of structured organic reaction records. describe an organic reaction: reactants, conditions, products, and yield Reactants: COC=1C=C(CC2NCCC3=CC(=C(C(=C23)OC)OC)OC)C=CC1OC (1-(3,4-Dimethoxy-benzyl)-6,7,8-trimethoxy-1,2,3,4-tetrahydroisoquinoline), BrCC(=O)Br (2-bromoacetyl bromide), N1=C(C=CC=C1)CN (2-picolylamine). The product is COC=1C=C(CC2N(CCC3=CC(=C(C(=C23)OC)OC)OC)CC(=O)NCC2=NC=CC=C2)C=CC1OC (2-[1-(3,4-Dimethoxy-benzyl)-6,7,8-trimethoxy-3,4-dihydro-1H-isoquinolin-2-yl]-N-(pyridin-2-yl-methyl)-acetamide). As a reaction SMILES: [CH3:1][O:2][C:3]1[CH:4]=[C:5]([CH:23]=[CH:24][C:25]=1[O:26][CH3:27])[CH2:6][CH:7]1[C:16]2[C:11](=[CH:12][C:13]([O:21][CH3:22])=[C:14]([O:19][CH3:20])[C:15]=2[O:17][CH3:18])[CH2:10][CH2:9][NH:8]1.Br[CH2:29][C:30](Br)=[O:31].[N:33]1[CH:38]=[CH:37][CH:36]=[CH:35][C:34]=1[CH2:39][NH2:40]>>[CH3:1][O:2][C:3]1[CH:4]=[C:5]([CH:23]=[CH:24][C:25]=1[O:26][CH3:27])[CH2:6][CH:7]1[C:16]2[C:11](=[CH:12][C:13]([O:21][CH3:22])=[C:14]([O:19][CH3:20])[C:15]=2[O:17][CH3:18])[CH2:10][CH2:9][N:8]1[CH2:29][C:30]([NH:40][CH2:39][C:34]1[CH:35]=[CH:36][CH:37]=[CH:38][N:33]=1)=[O:31]. Procedure: prepared by reaction of 1-(3,4-Dimethoxy-benzyl)-6,7,8-trimethoxy-1,2,3,4-tetrahydroisoquinoline and 2-bromoacetyl bromide with 2-picolylamine